Dataset: the Open Reaction Database (ORD), a public repository of structured organic reaction records. Task: describe an organic reaction: reactants, conditions, products, and yield The reactants are solution, [Cl-].ClC=[N+](C)C (chlormethylene dimethylammonium chloride), CN(C)C=O (DMF), ClC1=C(C=C2C=CNC2=C1)B1OCC(CO1)(C)C (6-chloro-5-(5,5-dimethyl-1,3,2-dioxaborinan-2-yl)-1H-indole), CN(C)C=O (DMF), solution, BrC1=CC(=C(C=C1)CCO)OC (2-(4-bromo-2-methoxyphenyl)ethanol), C([O-])([O-])=O.[K+].[K+] (potassium carbonate), solution. Conditions: temperature 30 celsius, time 2 hour. Product: ClC1=C(C=C2C(=CNC2=C1)C=O)C1=CC(=C(C=C1)CCO)OC (6-chloro-5-[4-(2-hydroxyethyl)-3-methoxyphenyl]-1H-indole-3-carbaldehyde). As a reaction SMILES: [Cl-].ClC=[N+](C)C.CN([CH:10]=[O:11])C.[Cl:12][C:13]1[CH:21]=[C:20]2[C:16]([CH:17]=[CH:18][NH:19]2)=[CH:15][C:14]=1B1OCC(C)(C)CO1.Br[C:31]1[CH:36]=[CH:35][C:34]([CH2:37][CH2:38][OH:39])=[C:33]([O:40][CH3:41])[CH:32]=1.C(=O)([O-])[O-].[K+].[K+]>>[Cl:12][C:13]1[CH:21]=[C:20]2[C:16]([C:17]([CH:10]=[O:11])=[CH:18][NH:19]2)=[CH:15][C:14]=1[C:31]1[CH:36]=[CH:35][C:34]([CH2:37][CH2:38][OH:39])=[C:33]([O:40][CH3:41])[CH:32]=1 |f:0.1,5.6.7|. Procedure details: To a 0.4M solution of chlormethylene dimethylammonium chloride in DMF (7.5 mL, 3.8 mmol) was added 6-chloro-5-(5,5-dimethyl-1,3,2-dioxaborinan-2-yl)-1H-indole (493 mg, 1.88 mmol). The mixture was stirred at 30° C. for 2 hrs. 0.50 mL of this solution (0.15 mmol) was placed in a vial with a 0.3M solution of 2-(4-bromo-2-methoxyphenyl)ethanol in DMF (0.50 mL, 0.15 mmol). 2M potassium carbonate (0.30 mL, 0.60 mmol) was then added and the mixture was purged with nitrogen. PddppfCl2 (9 mg, 0.01 mmol) ... Reaction SMILES: [Cl:1][C:2]1[N:3]=[N:4][C:5](Cl)=[CH:6][CH:7]=1.[OH:9][C:10]1[CH:17]=[CH:16][C:13]([CH:14]=[O:15])=[CH:12][CH:11]=1.C(=O)([O-])[O-].[K+].[K+].CN(C)C=O>O>[Cl:1][C:2]1[N:3]=[N:4][C:5]([O:9][C:10]2[CH:17]=[CH:16][C:13]([CH:14]=[O:15])=[CH:12][CH:11]=2)=[CH:6][CH:7]=1 |f:2.3.4|. Yields the product ClC=1N=NC(=CC1)OC1=CC=C(C=C1)C=O (3-Chloro-6-(4-formylphenoxy)pyridazine). Starting materials: ClC=1N=NC(=CC1)Cl (3,6-Dichloropyridazine), OC1=CC=C(C=O)C=C1 (4-hydroxybenzaldehyde), C([O-])([O-])=O.[K+].[K+] (potassium carbonate), CN(C=O)C (N,N-dimethylformamide). The yield is 86.1%. Procedure: 3,6-Dichloropyridazine (3.00 g, 20.1 mmol), 4-hydroxybenzaldehyde (2.46 g, 20.1 mmol), potassium carbonate (2.78 g, 20.1 mmol) and 60 mL of N,N-dimethylformamide were mixed and the mixture was refluxed for 1 hour. The reaction mixture was poured into water, which was extracted with ethyl acetate. The extracted solution was washed with brine, then dried over anhydrous magnesium sulfate and concentrated. The residue was purified by silica gel chromatography (eluate n-hexane:ethyl acetate=1:1 v/v) ... The solvent is O (water).